From a dataset of the Open Reaction Database (ORD), a public repository of structured organic reaction records. describe an organic reaction: reactants, conditions, products, and yield RXN SMILES: [CH3:28][OH:29].[F:1][c:2]1[c:3](-[c:14]2[o:15][c:16]3[c:17]([n:18]2)[cH:19][cH:20][cH:21][c:22]3[C:23](=[O:24])[O:25][CH3:26])[cH:4][cH:5][c:6](-[c:8]2[cH:9][cH:10][n:11][cH:12][cH:13]2)[cH:7]1.[NH3:27]>>[F:1][c:2]1[c:3](-[c:14]2[o:15][c:16]3[c:17]([n:18]2)[cH:19][cH:20][cH:21][c:22]3[C:23](=[O:24])[NH2:27])[cH:4][cH:5][c:6](-[c:8]2[cH:9][cH:10][n:11][cH:12][cH:13]2)[cH:7]1. Reactants: CO, COC(=O)c1cccc2nc(-c3ccc(-c4ccncc4)cc3F)oc12, N. Product: NC(=O)c1cccc2nc(-c3ccc(-c4ccncc4)cc3F)oc12. The reactants are [Br-].C1(=CC=CC=C1)\C=C/C1=CC=CC=C1 (cis-stilbene bromide), dichloromethane petroleum ether, C1CCCC=2C3=CC=CC=C3C(C12)=O (1,2,3,4-tetrahydro-9-fluorenone), II (iodine). Run in C1CCCCC1 (cyclohexane). The product is C1(=CC=CC=C1)C=CC1=CC=CC=C1 (stilbene). Reaction SMILES: [Br-].[C:2]1(/[CH:8]=[CH:9]\[C:10]2[CH:15]=[CH:14][CH:13]=[CH:12][CH:11]=2)[CH:7]=[CH:6][CH:5]=[CH:4][CH:3]=1.C1C2C(=O)C3C(=CC=CC=3)C=2CCC1.II>C1CCCCC1>[C:2]1([CH:8]=[CH:9][C:10]2[CH:11]=[CH:12][CH:13]=[CH:14][CH:15]=2)[CH:7]=[CH:6][CH:5]=[CH:4][CH:3]=1 |f:0.1|. Procedure: 3.3 g. (0.01 mole) cis-stilbene bromide are dissolved in 100 ml. anhydrous 1,2,3,4-tetrahydro-9-fluorenone. This solution is diluted with 1200 ml. anhydrous cyclohexane and mixed with 1.7 g. iodine. The solution is illuminated, while passing in nitrogen, with a laboratory immersion lamp with cooling tube of the type TQ 150 (Hanau) for 12 to 14 days. The reaction is monitored by thin layer chromatography (dichloromethane/petroleum ether (b.p. 30° to 50° C.) 1:2 v/v). The organic phase is shaken o... The reactants are COC(=O)CCC(C(=O)c1cccc(OCc2ccccc2)c1)c1ccncc1C, Cl, C1COCCO1, O. The product is Cc1cnccc1C(CCC(=O)O)C(=O)c1cccc(OCc2ccccc2)c1. As a reaction SMILES: [CH2:1]([c:2]1[cH:3][cH:4][cH:5][cH:6][cH:7]1)[O:8][c:9]1[cH:10][c:11]([C:15]([CH:16]([CH2:17][CH2:18][C:19](=[O:20])[O:21][CH3:22])[c:23]2[c:24]([CH3:29])[cH:25][n:26][cH:27][cH:28]2)=[O:30])[cH:12][cH:13][cH:14]1.[ClH:37].[O:31]1[CH2:32][CH2:33][O:34][CH2:35][CH2:36]1.[OH2:38]>>[CH2:1]([c:2]1[cH:3][cH:4][cH:5][cH:6][cH:7]1)[O:8][c:9]1[cH:10][c:11]([C:15]([CH:16]([CH2:17][CH2:18][C:19](=[O:20])[OH:21])[c:23]2[c:24]([CH3:29])[cH:25][n:26][cH:27][cH:28]2)=[O:30])[cH:12][cH:13][cH:14]1. Reactants: BrBr (bromine), S([O-])(O)=O.[Na+] (sodium bisulfite), O=C1C(CC2=CC(=CC(=C12)Br)OCC(=O)O)CC ((1-oxo-2-ethyl-7-bromo-5-indanyloxy)acetic acid), O (water). The solvent is C(C)(=O)O (acetic acid), C(C)(=O)O (acetic acid). Reaction conditions: time 0.5 hour. Product: O=C1C(CC2=CC(=CC(=C12)Br)OCC(=O)O)(Br)CC ((1-Oxo-2-ethyl-2,7-dibromo-5-indanyloxy)-acetic Acid). As a reaction SMILES: [O:1]=[C:2]1[C:10]2[C:5](=[CH:6][C:7]([O:12][CH2:13][C:14]([OH:16])=[O:15])=[CH:8][C:9]=2[Br:11])[CH2:4][CH:3]1[CH2:17][CH3:18].[Br:19]Br.O.S(=O)(O)[O-].[Na+]>C(O)(=O)C>[O:1]=[C:2]1[C:10]2[C:5](=[CH:6][C:7]([O:12][CH2:13][C:14]([OH:16])=[O:15])=[CH:8][C:9]=2[Br:11])[CH2:4][C:3]1([CH2:17][CH3:18])[Br:19] |f:3.4|. Reported procedure: A stirred suspension of (1-oxo-2-ethyl-7-bromo-5-indanyloxy)acetic acid in acetic acid is treated over a 10-minute period with a solution of bromine in acetic acid. The reaction mixture is stirred at ambient temperature for 0.5 hour and poured into water containing sodium bisulfite (1 g.). The (1oxo-2-ethyl-2,7-dibromo-5-indanyloxy)-acetic acid is extracted from the reaction mixture with ether, and the ether solution washed with water and dried over anhydrous magnesium sulfate. Removal of the so... Reactants: [Li+].[OH-] (LiOH), Cl (HCl), C(C)OC(CC1=C(C(=NC=C1)NCC(C1=[N+](C=CC=C1)[O-])(F)F)F)=O (Ethyl(2-{[2,2-difluoro-2-(1-oxidopyridin-2-yl)ethyl]amino}-3-fluoropyridin-4-yl)acetate), [Li+].[OH-] (LiOH), aqueous solution. Run in CO (MeOH). Run at time 19 hour. Yields the product FC(CNC1=NC=CC(=C1F)CC(=O)O)(C1=[N+](C=CC=C1)[O-])F ((2-{[2,2-difluoro-2-(1-oxidopyridin-2-yl)ethyl]amino}-3-fluoropyridin-4-yl)acetic acid). Reaction SMILES: C([O:3][C:4](=[O:25])[CH2:5][C:6]1[CH:11]=[CH:10][N:9]=[C:8]([NH:12][CH2:13][C:14]([F:23])([F:22])[C:15]2[CH:20]=[CH:19][CH:18]=[CH:17][N+:16]=2[O-:21])[C:7]=1[F:24])C.[Li+].[OH-].Cl>CO>[F:23][C:14]([F:22])([C:15]1[CH:20]=[CH:19][CH:18]=[CH:17][N+:16]=1[O-:21])[CH2:13][NH:12][C:8]1[C:7]([F:24])=[C:6]([CH2:5][C:4]([OH:25])=[O:3])[CH:11]=[CH:10][N:9]=1 |f:1.2|. Procedure: To a solution of 0.064 g (0.18 mmol) ethyl(2-{[2,2-difluoro-2-(1-oxidopyridin-2-yl)ethyl]amino}-3-fluoropyridin-4-yl)acetate 30-2 in 1 mL MeOH was added 198 uL (0.198 mmol, 1M aqueous solution) LiOH. The reaction was stirred at room temperature for 19 h. To the mixture was added 36 uL (0.036 mmol, 1M aqueous solution). After an additional 24 h, 54 uL (0.054 mmol, 1M aqueous solution) more LiOH was added. After an another 4 h at room temperature, 23.8 uL (0.288 mmol, 12M aqueous solution) HCl was...